This data is from the Open Reaction Database (ORD), a public repository of structured organic reaction records. The task is: describe an organic reaction: reactants, conditions, products, and yield The reactants are N1=CC=CC=C1 (Pyridine), CS(=O)C (dimethyl sulfoxide), ClS(=O)(=O)C1=NN2C(=NC(=CC2=N1)C)OC (2-chlorosulfonyl-5-methoxy-7-methyl[1,2,4]triazolo[1,5-c]pyrimidine), NC=1C(=NN(C1C)CC)C(F)(F)F (4-amino-1-ethyl-5-methyl-3-(trifluoromethyl)pyrazole). The solvent is C(C)#N (acetonitrile). Reaction conditions: time 18 hour. Product: C(C)N1N=C(C(=C1C)NS(=O)(=O)C1=NN2C(=NC(=CC2=N1)C)OC)C(F)(F)F (N-(1-Ethyl-5-methyl-3-(trifluoromethyl)-4-pyrazolyl)-5-methoxy-7-methyl[1,2,4]triazolo[1,5-c]pyrimidine-2-sulfonamide). Reaction SMILES: N1C=CC=CC=1.CS(C)=O.Cl[S:12]([C:15]1[N:23]=[C:22]2[N:17]([C:18]([O:25][CH3:26])=[N:19][C:20]([CH3:24])=[CH:21]2)[N:16]=1)(=[O:14])=[O:13].[NH2:27][C:28]1[C:29]([C:36]([F:39])([F:38])[F:37])=[N:30][N:31]([CH2:34][CH3:35])[C:32]=1[CH3:33]>C(#N)C>[CH2:34]([N:31]1[C:32]([CH3:33])=[C:28]([NH:27][S:12]([C:15]2[N:23]=[C:22]3[N:17]([C:18]([O:25][CH3:26])=[N:19][C:20]([CH3:24])=[CH:21]3)[N:16]=2)(=[O:14])=[O:13])[C:29]([C:36]([F:38])([F:37])[F:39])=[N:30]1)[CH3:35]. Procedure details: Pyridine (0.32 g (4.0 mmol)) and dimethyl sulfoxide (0.03 g (0.4 mmol)) were added to a solution of 1.0 g (4.0 mmol) of 2-chlorosulfonyl-5-methoxy-7-methyl[1,2,4]triazolo[1,5-c]pyrimidine and 0.77 g (4.0 mmol) of 4-amino-1-ethyl-5-methyl-3-(trifluoromethyl)pyrazole in 15 mL of acetonitrile at ambient temperature with stirring. After 18 hours, the volatiles were removed by evaporation under reduced pressure and the residue was partitioned between dichloromethane and water, stirring for 10 min bef... Reactants: CCN=C=NCCCN(C)C, ClCCl, CN(C)c1ccncc1, CCN(C(C)C)C(C)C, Cl, Cl, Cl, O=C(O)c1cccnc1, NC(c1ccccc1)c1cc2ccncc2[nH]1. The product is O=C(NC(c1ccccc1)c1cc2ccncc2[nH]1)c1cccnc1. As a reaction SMILES: [CH2:39]([N:40]=[C:41]=[N:42][CH2:43][CH2:44][CH2:45][N:46]([CH3:47])[CH3:48])[CH3:49].[CH2:50]([Cl:51])[Cl:52].[CH3:53][N:54]([CH3:55])[c:56]1[cH:57][cH:58][n:59][cH:60][cH:61]1.[CH:20]([N:21]([CH2:22][CH3:23])[CH:24]([CH3:25])[CH3:26])([CH3:27])[CH3:28].[ClH:1].[ClH:2].[ClH:38].[OH:29][C:30](=[O:31])[c:32]1[cH:33][cH:34][cH:35][n:36][cH:37]1.[c:3]1([CH:9]([c:10]2[cH:11][c:12]3[c:13]([cH:14][n:15][cH:16][cH:17]3)[nH:18]2)[NH2:19])[cH:4][cH:5][cH:6][cH:7][cH:8]1>>[c:3]1([CH:9]([c:10]2[cH:11][c:12]3[c:13]([cH:14][n:15][cH:16][cH:17]3)[nH:18]2)[NH:19][C:30](=[O:29])[c:32]2[cH:33][cH:34][cH:35][n:36][cH:37]2)[cH:4][cH:5][cH:6][cH:7][cH:8]1.